This data is from the Open Reaction Database (ORD), a public repository of structured organic reaction records. The task is: describe an organic reaction: reactants, conditions, products, and yield The reactants are BrC1=C(C=CC(=C1)F)C1N=C(NC(=C1C(=O)OCC)C)C=1SC=NN1 (Ethyl 4-(2-bromo-4-fluorophenyl)-6-methyl-2-(1,3,4-thiadiazol-2-yl)-1,4-dihydropyrimidine-5-carboxylate), C1CC(=O)N(C1=O)Br (NBS). The product is BrC1=C(C=CC(=C1)F)C1N=C(NC(=C1C(=O)OCC)CBr)C=1SC=NN1 (Ethyl 4-(2-bromo-4-fluorophenyl)-6-(bromomethyl)-2-(1,3,4-thiadiazol-2-yl)-1,4-dihydropyrimidine-5-carboxylate). Yield: 70.6%. RXN SMILES: [Br:1][C:2]1[CH:7]=[C:6]([F:8])[CH:5]=[CH:4][C:3]=1[CH:9]1[C:14]([C:15]([O:17][CH2:18][CH3:19])=[O:16])=[C:13]([CH3:20])[NH:12][C:11]([C:21]2[S:22][CH:23]=[N:24][N:25]=2)=[N:10]1.C1C(=O)N([Br:33])C(=O)C1>>[Br:1][C:2]1[CH:7]=[C:6]([F:8])[CH:5]=[CH:4][C:3]=1[CH:9]1[C:14]([C:15]([O:17][CH2:18][CH3:19])=[O:16])=[C:13]([CH2:20][Br:33])[NH:12][C:11]([C:21]2[S:22][CH:23]=[N:24][N:25]=2)=[N:10]1. Procedure: Ethyl 4-(2-bromo-4-fluorophenyl)-6-methyl-2-(1,3,4-thiadiazol-2-yl)-1,4-dihydropyrimidine-5-carboxylate (1.06 g, 2.5 mmol) was reacted with NBS (0.5 g, 2.8 mmol) according to the procedure as described in Example 1, Step B to give the title compound as a yellow solid (0.89 g, 71%). The compound was characterized by the following spectroscopic data: Reactants: COC1=NC(=CC=C1)C (2-Methoxy-6-methylpyridine), BrBr (bromine). The solvent is P(=O)(O)([O-])[O-].[Na+].[Na+] (disodium hydrogen phosphate), P(=O)(O)([O-])[O-].[Na+].[Na+] (disodium hydrogen phosphate). Yields the product BrC=1C(=NC(=CC1)OC)C (3-bromo-6-methoxy-2-methyl-pyridine). Isolated yield 57.9%. RXN SMILES: [CH3:1][O:2][C:3]1[CH:8]=[CH:7][CH:6]=[C:5]([CH3:9])[N:4]=1.[Br:10]Br>P([O-])([O-])(O)=O.[Na+].[Na+]>[Br:10][C:6]1[C:5]([CH3:9])=[N:4][C:3]([O:2][CH3:1])=[CH:8][CH:7]=1 |f:2.3.4|. Procedure: 2-Methoxy-6-methylpyridine (10 mL, 81 mmol) was suspended in a 0.15 mol//L disodium hydrogen phosphate aqueous solution (160 mL). Thereafter, a solution prepared by suspending bromine (4.15 mL, 81 mmol) in a 0.15 mol//L disodium hydrogen phosphate aqueous solution (160 mL) was added dropwise to the suspension at room temperature over 1 hour. The reaction solution was stirred at the same temperature as described above overnight. Thereafter, the reaction solution was extracted with methylene chlor... Starting materials: CC1=CC=C(S1)C=1C=CC2=C(C=C(CCO2)C(=O)OC)C1 (methyl 7-(5-methyl-2-thienyl)-2,3-dihydro-1-benzoxepine-4-carboxylate), [OH-].[Na+] (sodium hydroxide). Run in C1CCOC1 (THF), CO (methanol). Run at time 2 hour. Product: CC1=CC=C(S1)C=1C=CC2=C(C=C(CCO2)C(=O)O)C1 (7-(5-methyl-2-thienyl)-2,3-dihydro-1-benzoxepine-4-carboxylic acid). Yield: 81.9%. RXN SMILES: [CH3:1][C:2]1[S:6][C:5]([C:7]2[CH:8]=[CH:9][C:10]3[O:16][CH2:15][CH2:14][C:13]([C:17]([O:19]C)=[O:18])=[CH:12][C:11]=3[CH:21]=2)=[CH:4][CH:3]=1.[OH-].[Na+]>C1COCC1.CO>[CH3:1][C:2]1[S:6][C:5]([C:7]2[CH:8]=[CH:9][C:10]3[O:16][CH2:15][CH2:14][C:13]([C:17]([OH:19])=[O:18])=[CH:12][C:11]=3[CH:21]=2)=[CH:4][CH:3]=1 |f:1.2|. Reported procedure: In THF (10.5 ml) and methanol (5.2 ml) was dissolved methyl 7-(5-methyl-2-thienyl)-2,3-dihydro-1-benzoxepine-4-carboxylate (525 mg), and to the mixture was added 1N sodium hydroxide (10.5 ml). The mixture was stirred at room temperature for 2 hours. Under reduced pressure, the organic solvent was removed, and to the residue was added ethyl acetate. The mixture was extracted with water, and to the aqueous layer was added 6N hydrochloric acid to make the solution pH 4-5, which was extracted with e... Starting materials: C(C)OC=1C=C(C(=O)O)C=CC1[N+](=O)[O-] (3-Ethoxy-4-nitrobenzoic acid). Reagents/catalysts: [Pd] (palladium on charcoal). Product: NC1=C(C=C(C(=O)O)C=C1)OCC (4-Amino-3-ethoxy-benzoic acid). Isolated yield 92.1%. RXN SMILES: [CH2:1]([O:3][C:4]1[CH:5]=[C:6]([CH:10]=[CH:11][C:12]=1[N+:13]([O-])=O)[C:7]([OH:9])=[O:8])[CH3:2]>[Pd]>[NH2:13][C:12]1[CH:11]=[CH:10][C:6]([C:7]([OH:9])=[O:8])=[CH:5][C:4]=1[O:3][CH2:1][CH3:2]. Procedure: 3-Ethoxy-4-nitrobenzoic acid (0.31 g) was treated with 5% palladium on charcoal under an atmosphere of hydrogen (1 bar) for 3 hours. The reaction mixture was filtered and the filtrate was evaporated to leave the product as a beige solid (0.245 g; MS: ES− (M−H) 180).